describe an organic reaction: reactants, conditions, products, and yield From a dataset of the Open Reaction Database (ORD), a public repository of structured organic reaction records. Run in N1=CC=CC=C1 (pyridine). Procedure details: To a solution of 8-bromo-6-phenyl-imidazo[1,5-d]-as-triazin-4(3H)-one (5 gm.) in pyridine (100 ml.) is added phosphorus pentasulfide (5 gm.). The mixture is heated at 100° C. for 6 hours, cooled, and the product isolated by filtration and then washed with dilute hydrochloric acid. Reaction SMILES: [Br:1][C:2]1[N:3]=[C:4]([C:12]2[CH:17]=[CH:16][CH:15]=[CH:14][CH:13]=2)[N:5]2[C:10]=1[CH:9]=[N:8][NH:7][C:6]2=O.P12(SP3(SP(SP(S3)(S1)=S)(=S)S2)=S)=[S:19]>N1C=CC=CC=1>[Br:1][C:2]1[N:3]=[C:4]([C:12]2[CH:17]=[CH:16][CH:15]=[CH:14][CH:13]=2)[N:5]2[C:10]=1[CH:9]=[N:8][NH:7][C:6]2=[S:19]. Conditions: temperature 100 celsius. Starting materials: BrC=1N=C(N2C(NN=CC21)=O)C2=CC=CC=C2 (8-bromo-6-phenyl-imidazo[1,5-d]-as-triazin-4(3H)-one), P12(=S)SP3(=S)SP(=S)(S1)SP(=S)(S2)S3 (phosphorus pentasulfide). Product: BrC=1N=C(N2C(NN=CC21)=S)C2=CC=CC=C2 (8-Bromo-6-phenyl-imidazo[1,5-d]-as-triazine-4(3H)-thione).